This data is from the Open Reaction Database (ORD), a public repository of structured organic reaction records. The task is: describe an organic reaction: reactants, conditions, products, and yield RXN SMILES: [C:1]1([CH2:13][CH2:14][C:15]([NH2:17])=[O:16])[C:11]2=[C:12]3[C:7](=[CH:8][CH:9]=[CH:10]2)[CH2:6][CH2:5][CH2:4][N:3]3[CH:2]=1.C[O:19][C:20](=O)[C:21]([C:23]1[C:31]2[C:26](=[CH:27][CH:28]=[CH:29][CH:30]=2)[NH:25][CH:24]=1)=O.CC(C)([O-])C.[K+].Cl>O1CCCC1.C(OCC)(=O)C>[C:1]1([CH2:13][C:14]2[C:15](=[O:16])[NH:17][C:20](=[O:19])[C:21]=2[C:23]2[C:31]3[C:26](=[CH:27][CH:28]=[CH:29][CH:30]=3)[NH:25][CH:24]=2)[C:11]2=[C:12]3[C:7](=[CH:8][CH:9]=[CH:10]2)[CH2:6][CH2:5][CH2:4][N:3]3[CH:2]=1 |f:2.3|. The solvent is O1CCCC1 (tetrahydrofuran), C(C)(=O)OCC (ethyl acetate). Run at time 30 minute. Starting materials: Cl (hydrochloric acid), C1(=CN2CCCC3=CC=CC1=C23)CCC(=O)N (3-(5,6-dihydro-4H-pyrrolo[3,2,1-ij]quinolin-1-yl)-propionamide), COC(C(=O)C1=CNC2=CC=CC=C12)=O ((1H-indol-3-yl)-oxo-acetic acid methyl ester), CC(C)([O-])C.[K+] (potassium tert-butoxide). Reported procedure: To a solution of 3-(5,6-dihydro-4H-pyrrolo[3,2,1-ij]quinolin-1-yl)-propionamide (249 mg, 1.1 mmol) and (1H-indol-3-yl)-oxo-acetic acid methyl ester (244 mg, 1.2 mmol) in anhydrous tetrahydrofuran (10 ml) at 0° C. was added potassium tert-butoxide (4.36 ml, 4.36 mmol; 1M in tetrahydrofuran). The mixture was allowed to warm to room temperature for 2 hours. Concentrated hydrochloric acid (4 ml) was added and the mixture stirred at room temperature for a further 30 minutes. The mixture was poured in... The yield is 53.9%. Product: C1(=CN2CCCC3=CC=CC1=C23)CC=2C(NC(C2C2=CNC3=CC=CC=C23)=O)=O (3-(5,6-dihydro-4H-pyrrolo[3,2,1-ij]quinolin-1-ylmethyl)-4-(1H-indol-3-yl)-pyrrole-2,5-dione).